This data is from the Open Reaction Database (ORD), a public repository of structured organic reaction records. The task is: describe an organic reaction: reactants, conditions, products, and yield The reactants are C(=O)(OC(C)(C)C)N1CCN(CC1)C1=C2C=CNC2=CC=C1 (4-(4-boc-piperazinyl)-indole), ClC=1SC(=CC1S(=O)(=O)Cl)Cl (2,5-dichloro-3-thienylsulfonyl chloride). Yields the product Cl.ClC=1SC(=CC1S(=O)(=O)N1C=CC2=C(C=CC=C12)N1CCNCC1)Cl (1-[(2,5-Dichloro-3-thienyl)sulfonyl]-4-(1-piperazinyl)-1H-indole Hydrochloride). RXN SMILES: C([N:8]1[CH2:13][CH2:12][N:11]([C:14]2[CH:22]=[CH:21][CH:20]=[C:19]3[C:15]=2[CH:16]=[CH:17][NH:18]3)[CH2:10][CH2:9]1)(OC(C)(C)C)=O.[Cl:23][C:24]1[S:25][C:26]([Cl:33])=[CH:27][C:28]=1[S:29](Cl)(=[O:31])=[O:30]>>[ClH:23].[Cl:23][C:24]1[S:25][C:26]([Cl:33])=[CH:27][C:28]=1[S:29]([N:18]1[C:19]2[C:15](=[C:14]([N:11]3[CH2:10][CH2:9][NH:8][CH2:13][CH2:12]3)[CH:22]=[CH:21][CH:20]=2)[CH:16]=[CH:17]1)(=[O:31])=[O:30] |f:2.3|. Procedure: The title compound was prepared from 4-(4-boc-piperazinyl)-indole and 2,5-dichloro-3-thienylsulfonyl chloride according to Method 3: 1H NMR (270 MHz, DMSO-d6) δ 9.24 (br, 1 H), 7.78 (d, J=5 Hz, 1 H), 7.72 (s, 1 H), 7.57 (d, J=8 Hz, 1 H), 7.29 (t, J=8 Hz, 1 H), 7.01 (d, J=5 Hz, 1 H), 6.86 (d, J=8 Hz, 1 H), 3.31 (m, 8 H). MS (ESI+) for m/z 416 (M+H)+. Reactants: C(C)(C)OC(=O)C=1N=CC=2NC3=CC=C(C=C3C2C1COC)C#CC1=CC=C(C=C1)Cl (6-(4-chlorophenylethinyl)-4-methoxymethyl-β-carboline-3-carboxylic acid isopropyl ester). Reagents/catalysts: [Ni] (Raney nickel). Run in C(C)O (ethanol). Yields the product C(C)(C)OC(=O)C=1N=CC=2NC3=CC=C(C=C3C2C1COC)CCC1=CC=C(C=C1)Cl (6-(4-chlorophenylethyl)-4-methoxymethyl-β-carboline-3-carboxylic acid isopropyl ester). Yield: 58.5%. Reaction SMILES: [CH:1]([O:4][C:5]([C:7]1[N:8]=[CH:9][C:10]2[NH:11][C:12]3[C:17]([C:18]=2[C:19]=1[CH2:20][O:21][CH3:22])=[CH:16][C:15]([C:23]#[C:24][C:25]1[CH:30]=[CH:29][C:28]([Cl:31])=[CH:27][CH:26]=1)=[CH:14][CH:13]=3)=[O:6])([CH3:3])[CH3:2]>C(O)C.[Ni]>[CH:1]([O:4][C:5]([C:7]1[N:8]=[CH:9][C:10]2[NH:11][C:12]3[C:17]([C:18]=2[C:19]=1[CH2:20][O:21][CH3:22])=[CH:16][C:15]([CH2:23][CH2:24][C:25]1[CH:26]=[CH:27][C:28]([Cl:31])=[CH:29][CH:30]=1)=[CH:14][CH:13]=3)=[O:6])([CH3:3])[CH3:2]. Reported procedure: 100 mg of 6-(4-chlorophenylethinyl)-4-methoxymethyl-β-carboline-3-carboxylic acid isopropyl ester is hydrogenated for 1 hour in 20 ml of ethanol with 1 spatula-tip full of Raney nickel (decanted twice with ethanol) at room temperature and hydrogen standard pressure. After filtering off from the catalyst on silica gel it is concentrated by evaporation and the residue is recrystallized from ethyl acetate/hexane. It yields 59 mg (59% of theory) of 6-(4-chlorophenylethyl)-4-methoxymethyl-β-carboline... Reactants: CN(CC1=CNC2=NC=CC=C21)C (dimethyl-(1H-pyrrolo[2,3-b]pyridin-3-ylmethyl)-amine), CN(C=O)C (N,N-dimethylformamide), [H-].[Na+] (sodium hydride), C(C)(C)[Si](C(C)C)(C(C)C)Cl (triisopropylsilyl chloride). The solvent is O (water). Conditions: temperature 20 celsius, time 12 hour. Yields the product CN(CC1=CN(C2=NC=CC=C21)[Si](C(C)C)(C(C)C)C(C)C)C (dim ethyl-(1-triisopropylsilanyl-1H-pyrrolo[2,3-b]pyridin-3-ylmethyl)-amine). The yield is 58.9%. As a reaction SMILES: [CH3:1][N:2]([CH3:13])[CH2:3][C:4]1[C:12]2[C:7](=[N:8][CH:9]=[CH:10][CH:11]=2)[NH:6][CH:5]=1.CN(C)C=O.[H-].[Na+].[CH:21]([Si:24](Cl)([CH:28]([CH3:30])[CH3:29])[CH:25]([CH3:27])[CH3:26])([CH3:23])[CH3:22]>O>[CH3:1][N:2]([CH3:13])[CH2:3][C:4]1[C:12]2[C:7](=[N:8][CH:9]=[CH:10][CH:11]=2)[N:6]([Si:24]([CH:28]([CH3:30])[CH3:29])([CH:25]([CH3:27])[CH3:26])[CH:21]([CH3:23])[CH3:22])[CH:5]=1 |f:2.3|. Procedure details: Into a round bottom flask 7-Azagramine 2 (5.38 g, 30.7 mmol), N,N-dimethylformamide (25.0 mL), and sodium hydride (1.35 g, 33.8 mol) were combined. Into the reaction was added triisopropylsilyl chloride (6.8 mL, 0.032 mol). The reaction was stirred at 20° C. for 12 hours. The reaction mixture was poured into water and extracted with ethyl acetate. The organic layer was washed with brine, dried over sodium sulfate, concentrated and purified with biotage to give compound 4 (6.0 g, yield=58.8%) as ... Reactants: CO, [H][H], CCCC(CCC)N1Cc2c(C(=O)OC)cc([N+](=O)[O-])cc2C1=O. Yields the product CCCC(CCC)N1Cc2c(C(=O)OC)cc(N)cc2C1=O. Reaction SMILES: [CH3:27][OH:28].[H:1][H:2].[N+:3]([O-:4])(=[O:5])[c:6]1[cH:7][c:8]([C:23](=[O:24])[O:25][CH3:26])[c:9]2[c:13]([cH:14]1)[C:12](=[O:15])[N:11]([CH:16]([CH2:17][CH2:18][CH3:19])[CH2:20][CH2:21][CH3:22])[CH2:10]2>>[NH2:3][c:6]1[cH:7][c:8]([C:23](=[O:24])[O:25][CH3:26])[c:9]2[c:13]([cH:14]1)[C:12](=[O:15])[N:11]([CH:16]([CH2:17][CH2:18][CH3:19])[CH2:20][CH2:21][CH3:22])[CH2:10]2. The reactants are O (water), C(C)(=O)OCC (ethyl acetate), ClC1=NC(=C(C=C1F)COCOC)Cl (2,6-dichloro-3-fluoro-5-((methoxymethoxy)methyl)pyridine). Reagents/catalysts: C=1C=CC(=CC1)[P](C=2C=CC=CC2)(C=3C=CC=CC3)[Pd]([P](C=4C=CC=CC4)(C=5C=CC=CC5)C=6C=CC=CC6)([P](C=7C=CC=CC7)(C=8C=CC=CC8)C=9C=CC=CC9)[P](C=1C=CC=CC1)(C=1C=CC=CC1)C=1C=CC=CC1 (tetrakis(triphenylphosphine)palladium(0)). Run in CN(C=O)C (N,N-dimethylformamide), C(C)N(CC)CC (triethylamine), C(=O)O (formic acid). Run at temperature 95 celsius, time 30 minute. Product: ClC1=NC=C(C=C1COCOC)F (2-chloro-5-fluoro-3-((methoxymethoxy)methyl)pyridine). Yield: 73.4%. As a reaction SMILES: Cl[C:2]1[C:7]([F:8])=[CH:6][C:5]([CH2:9][O:10][CH2:11][O:12][CH3:13])=[C:4]([Cl:14])[N:3]=1.O.C(OCC)(=O)C>CN(C)C=O.C(N(CC)CC)C.C(O)=O.C1C=CC([P]([Pd]([P](C2C=CC=CC=2)(C2C=CC=CC=2)C2C=CC=CC=2)([P](C2C=CC=CC=2)(C2C=CC=CC=2)C2C=CC=CC=2)[P](C2C=CC=CC=2)(C2C=CC=CC=2)C2C=CC=CC=2)(C2C=CC=CC=2)C2C=CC=CC=2)=CC=1>[Cl:14][C:4]1[C:5]([CH2:9][O:10][CH2:11][O:12][CH3:13])=[CH:6][C:7]([F:8])=[CH:2][N:3]=1 |^1:40,42,61,80|. Procedure: To a solution of 0.62 g of 2,6-dichloro-3-fluoro-5-((methoxymethoxy)methyl)pyridine in 18 mL of N,N-dimethylformamide, 0.54 mL of triethylamine, 0.15 mL of formic acid and 0.15 g of tetrakis(triphenylphosphine)palladium(0) were added, and the mixture was stirred at 90 to 100° C. for 4 hours 30 minutes under a nitrogen atmosphere. Thereto were added water and ethyl acetate, the insoluble substance was filtered off, the organic layer was separated, and the aqueous layer was extracted with ethyl ac...